Dataset: the Open Reaction Database (ORD), a public repository of structured organic reaction records. Task: describe an organic reaction: reactants, conditions, products, and yield The reactants are ClC1=NC=CC2=C1C=C(S2)S(=O)[O-].[Li+] (Lithium 4-chlorothieno[3,2-c]pyridine-2-sulfinate), BrC=1C=C(CBr)C=CC1 (3-bromobenzylbromide), C8, C(C)(C)(C)OC(=O)N1CCNCC1 (tert-butyl-piperazine-1-carboxylate). Solvent: C(C)#N (acetonitrile). Yields the product C(C)(C)(C)OC(=O)N1CCN(CC1)C1=NC=CC2=C1C=C(S2)S(=O)(=O)CC2=CC(=CC=C2)Br (tert-Butyl-4-{2-[(3-bromobenzyl)sulfonyl]thieno[3,2-c]pyridin-4-yl}piperazine-1-carboxylate). Reaction SMILES: Cl[C:2]1[C:7]2[CH:8]=[C:9]([S:11]([O-:13])=[O:12])[S:10][C:6]=2[CH:5]=[CH:4][N:3]=1.[Li+].[Br:15][C:16]1[CH:17]=[C:18]([CH:21]=[CH:22][CH:23]=1)[CH2:19]Br.[C:24]([O:28][C:29]([N:31]1[CH2:36][CH2:35][NH:34][CH2:33][CH2:32]1)=[O:30])([CH3:27])([CH3:26])[CH3:25]>C(#N)C>[C:24]([O:28][C:29]([N:31]1[CH2:36][CH2:35][N:34]([C:2]2[C:7]3[CH:8]=[C:9]([S:11]([CH2:19][C:18]4[CH:21]=[CH:22][CH:23]=[C:16]([Br:15])[CH:17]=4)(=[O:13])=[O:12])[S:10][C:6]=3[CH:5]=[CH:4][N:3]=2)[CH2:33][CH2:32]1)=[O:30])([CH3:27])([CH3:25])[CH3:26] |f:0.1|. Procedure details: Lithium 4-chlorothieno[3,2-c]pyridine-2-sulfinate (0.44 mmol) was treated with 3-bromobenzylbromide (0.59 mmol) as described in Method P above and then reacted further with tert-butyl-piperazine-1-carboxylate as described in Method Q. Yield 0.023 g (10% over two steps). Beige solid. 1H NMR (300 MHz, CDCl3) δ 8.16 (d, J=6 Hz, 1H), 7.50-7.55 (m, 2H), 7.32-7.40 (m, 2H), 7.10-7.24 (m, 3H), 4.44 (s, 2H), 3.61-3.73 (m, 8H), 1.50 (s, 9H); MS (ESI+) for C23H26BrN3O4S2 m/z 554 (M+H)+. HPLC 77%, RT 4.07 m... Starting materials: O (Water), C1(=CC=CC=C1)C(C1CCN(CC1)CCCC=1C(=NC2=CC=CC=C2N1)O)C1=CC=CC=C1 (3-(3-(4-(diphenylmethyl)piperidyl)propyl)quinoxaline-2-ol), COC=1C=CC(=CC1)P2(=S)SP(=S)(S2)C=3C=CC(=CC3)OC (Lawesson's reagent), COC=1C=CC(=CC1)P2(=S)SP(=S)(S2)C=3C=CC(=CC3)OC (Lawesson's reagent). Solvent: C1CCOC1 (THF). Conditions: temperature 60 celsius, time 8 hour. Product: C1(=CC=CC=C1)C(C1CCN(CC1)CCCC=1C(=NC2=CC=CC=C2N1)S)C1=CC=CC=C1 (3-(3-(4-(diphenylmethyl)piperidyl)propyl)quinoxaline-2-thiol). Yield: 45.9%. RXN SMILES: [C:1]1([CH:7]([C:28]2[CH:33]=[CH:32][CH:31]=[CH:30][CH:29]=2)[CH:8]2[CH2:13][CH2:12][N:11]([CH2:14][CH2:15][CH2:16][C:17]3[C:18](O)=[N:19][C:20]4[C:25]([N:26]=3)=[CH:24][CH:23]=[CH:22][CH:21]=4)[CH2:10][CH2:9]2)[CH:6]=[CH:5][CH:4]=[CH:3][CH:2]=1.COC1C=CC(P2(SP(C3C=CC(OC)=CC=3)(=S)S2)=[S:43])=CC=1.O>C1COCC1>[C:1]1([CH:7]([C:28]2[CH:33]=[CH:32][CH:31]=[CH:30][CH:29]=2)[CH:8]2[CH2:13][CH2:12][N:11]([CH2:14][CH2:15][CH2:16][C:17]3[C:18]([SH:43])=[N:19][C:20]4[C:25]([N:26]=3)=[CH:24][CH:23]=[CH:22][CH:21]=4)[CH2:10][CH2:9]2)[CH:6]=[CH:5][CH:4]=[CH:3][CH:2]=1. Reported procedure: 3-(3-(4-(diphenylmethyl)piperidyl)propyl)quinoxaline-2-ol (257 mg) was dissolved in THF, and Lawesson's reagent (200 mg) was added to the solution, followed by stirring the mixture at 60° C. for 8 hours. Then Lawesson's reagent (110 mg) was further added and the mixture was stirred at 60° C. for 8 hours. Water was added to the mixture and then the mixture was extracted with dichloromethane. Organic layers were combined and washed with brine. The resultant was dried over anhydrous sodium: sulfate... RXN SMILES: [C:31]([CH3:32])(=[O:33])[N:34]1[CH2:35][CH2:36][NH:37][CH2:38][CH2:39]1.[C:46]([O-:47])(=[O:48])[CH3:49].[C:51]([O-:52])(=[O:53])[CH3:54].[CH3:40][C:41]([CH3:42])([O-:43])[CH3:44].[CH3:55][c:56]1[cH:57][cH:58][cH:59][cH:60][cH:61]1.[ClH:1].[Na+:45].[Pd+2:50].[s:2]1[c:3]2[c:4]([cH:5][cH:6]1)[c:7]([N:11]1[CH2:12][CH2:13][N:14]([CH2:17][CH2:18][CH2:19][O:20][c:21]3[c:22]([O:29][CH3:30])[cH:23][c:24]([Br:28])[cH:25][c:26]3[CH3:27])[CH2:15][CH2:16]1)[cH:8][cH:9][cH:10]2>>[ClH:1].[s:2]1[c:3]2[c:4]([cH:5][cH:6]1)[c:7]([N:11]1[CH2:12][CH2:13][N:14]([CH2:17][CH2:18][CH2:19][O:20][c:21]3[c:22]([O:29][CH3:30])[cH:23][c:24]([N:37]4[CH2:36][CH2:35][N:34]([C:31]([CH3:32])=[O:33])[CH2:39][CH2:38]4)[cH:25][c:26]3[CH3:27])[CH2:15][CH2:16]1)[cH:8][cH:9][cH:10]2. Yields the product Cl, COc1cc(N2CCN(C(C)=O)CC2)cc(C)c1OCCCN1CCN(c2cccc3sccc23)CC1. Starting materials: CC(=O)N1CCNCC1, CC(=O)[O-], CC(=O)[O-], CC(C)(C)[O-], Cc1ccccc1, Cl, [Na+], [Pd+2], COc1cc(Br)cc(C)c1OCCCN1CCN(c2cccc3sccc23)CC1. Reactants: C(C)(C)C1=C(CC=2NCCN2)C(=CC=C1)C(C)C (2-(2,6-Diisopropyl-benzyl)-4,5-dihydro-1H-imidazole), C1(=O)N(C(=O)N(C(=O)N1Cl)Cl)Cl (TCCA), C1CCC2=NCCCN2CC1 (DBU). The product is C(C)(C)C1=C(CC=2NC=CN2)C(=CC=C1)C(C)C (2-(2,6-Diisopropyl-benzyl)-1H-imidazole). As a reaction SMILES: [CH:1]([C:4]1[CH:15]=[CH:14][CH:13]=[C:12]([CH:16]([CH3:18])[CH3:17])[C:5]=1[CH2:6][C:7]1[NH:8][CH2:9][CH2:10][N:11]=1)([CH3:3])[CH3:2].C1(N(Cl)C(=O)N(Cl)C(=O)N1Cl)=O.C1CCN2C(=NCCC2)CC1>>[CH:1]([C:4]1[CH:15]=[CH:14][CH:13]=[C:12]([CH:16]([CH3:18])[CH3:17])[C:5]=1[CH2:6][C:7]1[NH:8][CH:9]=[CH:10][N:11]=1)([CH3:3])[CH3:2]. Procedure details: 2-(2,6-Diisopropyl-benzyl)-1H-imidazole was prepared from 2-(2,6-diisopropyl-benzyl)-4,5-dihydro-1H-imidazole (Example 4), TCCA and DBU in analogy to Example 194e): yellow crystals; MS (ISP): 243.4 ([M+H]+). Reactants: C(C)(=O)OC1=CC=C(C=C1)C1=N[C@H]2CCCC[C@H]2C2=CC(=C(C=C12)OCC)OCC ((+/-)-cis-6-(4-acetoxyphenyl)-8,9-diethoxy-1,2,3,4,4a,10b-hexahydrophenanthridine), [OH-].[K+] (potassium hydroxide). Solvent: CO (methanol). Reaction conditions: time 2 hour. The product is C(C)OC=1C=C2C(=N[C@H]3CCCC[C@H]3C2=CC1OCC)C1=CC=C(C=C1)O ((+/-)-cis-8,9-Diethoxy-6-(4-hydroxyphenyl)-1,2,3,4,4a,10b-hexahydrophenanthridine). RXN SMILES: C([O:4][C:5]1[CH:10]=[CH:9][C:8]([C:11]2[C:24]3[C:19](=[CH:20][C:21]([O:28][CH2:29][CH3:30])=[C:22]([O:25][CH2:26][CH3:27])[CH:23]=3)[C@H:18]3[C@H:13]([CH2:14][CH2:15][CH2:16][CH2:17]3)[N:12]=2)=[CH:7][CH:6]=1)(=O)C.[OH-].[K+]>CO>[CH2:26]([O:25][C:22]1[CH:23]=[C:24]2[C:19](=[CH:20][C:21]=1[O:28][CH2:29][CH3:30])[C@H:18]1[C@H:13]([CH2:14][CH2:15][CH2:16][CH2:17]1)[N:12]=[C:11]2[C:8]1[CH:9]=[CH:10][C:5]([OH:4])=[CH:6][CH:7]=1)[CH3:27] |f:1.2|. Procedure: 2.68 g of (+/-)-cis-6-(4-acetoxyphenyl)-8,9-diethoxy-1,2,3,4,4a,10b-hexahydrophenanthridine are dissolved in 15 ml of methanol, treated with 1.1 g of potassium hydroxide and the mixture is stirred at RT for 2 h. After removal of the solvent in vacuo, the residue is taken up in water, rendered neutral and extracted with ethyl acetate. The organic phase is dried using sodium sulfate and the solvent is removed in vacuo. 1.23 g (51.2% of theory) of the title compound of m.p. 232-234° C. are obtained...